From a dataset of the Open Reaction Database (ORD), a public repository of structured organic reaction records. describe an organic reaction: reactants, conditions, products, and yield Starting materials: O(C1=CC=CC=C1)C1=CC=C(S1)CO ((5-phenoxy-thiophen-2-yl)-methanol), N(=NC(=O)OCC)C(=O)OCC (diethyl azodicarboxylate), [OH-].[Na+] (sodium hydroxide), N=1NN=NC1C=1C(=NC=CC1)N (3-(2H-tetrazol-5-yl)-pyridin-2-ylamine), C1(=CC=CC=C1)P(C1=CC=CC=C1)C1=CC=CC=C1 (triphenylphosphine). The solvent is CO (methanol), O (Water), C1CCOC1 (THF), O (Water). Run at time 20 minute. Yields the product O(C1=CC=CC=C1)C1=CC=C(S1)CN1N=C(N=N1)C=1C(=NC=CC1)N (3-(2-(5-Phenoxy-thiophen-2-ylmethyl)-2H-tetrazol-5-yl)-pyridin-2-ylamine). Yield: 11.8%. As a reaction SMILES: [O:1]([C:8]1[S:12][C:11]([CH2:13]O)=[CH:10][CH:9]=1)[C:2]1[CH:7]=[CH:6][CH:5]=[CH:4][CH:3]=1.[N:15]1[NH:16][N:17]=[N:18][C:19]=1[C:20]1[C:21]([NH2:26])=[N:22][CH:23]=[CH:24][CH:25]=1.C1(P(C2C=CC=CC=2)C2C=CC=CC=2)C=CC=CC=1.N(C(OCC)=O)=NC(OCC)=O.[OH-].[Na+]>O.CO.C1COCC1>[O:1]([C:8]1[S:12][C:11]([CH2:13][N:16]2[N:17]=[N:18][C:19]([C:20]3[C:21]([NH2:26])=[N:22][CH:23]=[CH:24][CH:25]=3)=[N:15]2)=[CH:10][CH:9]=1)[C:2]1[CH:7]=[CH:6][CH:5]=[CH:4][CH:3]=1 |f:4.5|. Reported procedure: To a solution of THF (5 mL) and (5-phenoxy-thiophen-2-yl)-methanol (100 mg) described in Manufacturing Example 46-1, 3-(2H-tetrazol-5-yl)-pyridin-2-ylamine (79 mg) described in Manufacturing Example 5-1, and triphenylphosphine (250 mg) was added diethyl azodicarboxylate (170 mg, 40% toluene solution) at room temperature, which was stirred for 20 minutes. Water was added to the reaction solution, which was then extracted with ethyl acetate. The solvent was evaporated from the organic layer under ... The reactants are O=C([O-])[O-], CO, CC(=O)OCC1=C(c2ccccc2)C(=O)N(C(C)(C)C(=O)Nc2cccc(C(F)(F)F)c2)CO1, [K+], [K+], O. Product: CC(C)(C(=O)Nc1cccc(C(F)(F)F)c1)N1COC(CO)=C(c2ccccc2)C1=O. RXN SMILES: [C:1](=[O:2])([O-:3])[O-:4].[CH3:42][OH:43].[F:7][C:8]([c:9]1[cH:10][c:11]([NH:15][C:16]([C:17]([CH3:18])([CH3:19])[N:20]2[CH2:21][O:22][C:23]([CH2:33][O:34][C:35](=[O:36])[CH3:37])=[C:24]([c:27]3[cH:28][cH:29][cH:30][cH:31][cH:32]3)[C:25]2=[O:26])=[O:38])[cH:12][cH:13][cH:14]1)([F:39])[F:40].[K+:5].[K+:6].[OH2:41]>>[F:7][C:8]([c:9]1[cH:10][c:11]([NH:15][C:16]([C:17]([CH3:18])([CH3:19])[N:20]2[CH2:21][O:22][C:23]([CH2:33][OH:34])=[C:24]([c:27]3[cH:28][cH:29][cH:30][cH:31][cH:32]3)[C:25]2=[O:26])=[O:38])[cH:12][cH:13][cH:14]1)([F:39])[F:40]. Starting materials: C(C1=CC=CC=C1)(=O)O[C@H]1[C@@H](O[C@@H]([C@H]1OC(C1=CC=CC=C1)=O)COC(C1=CC=CC=C1)=O)N1C(SC2=C1N=CNC2=O)=O (3-(2,3,5-Tri-O-benzoyl-β-D-Ribofuranosyl)thiazolo[4,5-d]pyrimidine-2,7(6H)-dione), steel. Solvent: N (ammonia). Yields the product [C@@H]1([C@H](O)[C@H](O)[C@H](O1)CO)N1C(SC2=C1N=CNC2=O)=O (3-β-D-Ribofuranosylthiazolo[4,5-d]pyrimidine-2,7(6H)-dione). Isolated yield 57.0%. As a reaction SMILES: C([O:9][C@@H:10]1[C@H:14]([O:15]C(=O)C2C=CC=CC=2)[C@@H:13]([CH2:24][O:25]C(=O)C2C=CC=CC=2)[O:12][C@H:11]1[N:34]1[C:38]2[N:39]=[CH:40][NH:41][C:42](=[O:43])[C:37]=2[S:36][C:35]1=[O:44])(=O)C1C=CC=CC=1>N>[C@@H:11]1([N:34]2[C:38]3[N:39]=[CH:40][NH:41][C:42](=[O:43])[C:37]=3[S:36][C:35]2=[O:44])[O:12][C@H:13]([CH2:24][OH:25])[C@@H:14]([OH:15])[C@H:10]1[OH:9]. Procedure: Compound 9 (1.0 g, 1.63 mmol) was combined with methanolic ammonia (saturated at 0° C., 50 mL) and heated at 90° C. for 14 h in a steel bomb. The solvent was evaporated and the residue was treated with hot benzene which was decanted off. The resulting solid was purified by silica gel flash chromatography using chloroform and then CHCl3 --MeOH (6:1) to yield 280 mg (57%) of 10 after crystallization from water: mp 216°-218° C.: UV λmax (pH 1) 217 nm (ε25300), 259 (9700), 286 (6300): 1H NMR (DMSO-d... Procedure: A solution of (4,4-difluorocyclohexyl)methanol (0.156 g, 1.04 mmol) in anhydrous tetrahydrofuran (4.33 mL) under nitrogen was treated with sodium hydride (0.042 g, 1.040 mmol) at ambient temperature, stirred for 10 minutes, treated with the product from Example 17C (0.087 g, 0.26 mmol) and heated under nitrogen at 60° C. for 18 hours. The mixture was cooled and partitioned into ethyl acetate/water. The organic layer was washed with saturated aqueous sodium chloride, dried (anhydrous Na2SO4), fil... Reactants: FC1(CCC(CC1)CO)F ((4,4-difluorocyclohexyl)methanol), [H-].[Na+] (sodium hydride), FC1=C(C=C(C=C1)S(=O)(=O)C)C1=CN(C2=C(N=CC=C21)OC)C (3-(2-fluoro-5-(methylsulfonyl)phenyl)-7-methoxy-1-methyl-1H-pyrrolo[2,3-c]pyridine). Conditions: temperature 60 celsius, time 10 minute. Reaction SMILES: [F:1][C:2]1([F:10])[CH2:7][CH2:6][CH:5]([CH2:8][OH:9])[CH2:4][CH2:3]1.[H-].[Na+].F[C:14]1[CH:19]=[CH:18][C:17]([S:20]([CH3:23])(=[O:22])=[O:21])=[CH:16][C:15]=1[C:24]1[C:32]2[C:27](=[C:28]([O:33][CH3:34])[N:29]=[CH:30][CH:31]=2)[N:26]([CH3:35])[CH:25]=1>O1CCCC1>[F:1][C:2]1([F:10])[CH2:7][CH2:6][CH:5]([CH2:8][O:9][C:14]2[CH:19]=[CH:18][C:17]([S:20]([CH3:23])(=[O:22])=[O:21])=[CH:16][C:15]=2[C:24]2[C:32]3[C:27](=[C:28]([O:33][CH3:34])[N:29]=[CH:30][CH:31]=3)[N:26]([CH3:35])[CH:25]=2)[CH2:4][CH2:3]1 |f:1.2|. Yields the product FC1(CCC(CC1)COC1=C(C=C(C=C1)S(=O)(=O)C)C1=CN(C2=C(N=CC=C21)OC)C)F (3-(2-((4,4-difluorocyclohexyl)methoxy)-5-(methylsulfonyl)phenyl)-7-methoxy-1-methyl-1H-pyrrolo[2,3-c]pyridine). The yield is 82.8%. Run in O1CCCC1 (tetrahydrofuran).